Dataset: the Open Reaction Database (ORD), a public repository of structured organic reaction records. Task: describe an organic reaction: reactants, conditions, products, and yield Reactants: FC(OC1=CC=C(C=C1)C=1C=C(C=NC1)C(=O)OC)(F)F (methyl 5-[4-(trifluoromethoxy)phenyl]pyridine-3-carboxylate), [H][H] (hydrogen). The reagents and catalysts are [Pd] (palladium/carbon). Solvent: C(C)O (ethanol). Product: FC(OC1=CC=C(C=C1)C1CC(CNC1)C(=O)OC)(F)F (Methyl 5-[4-(trifluoromethoxy)phenyl]piperidine-3-carboxylate). As a reaction SMILES: [F:1][C:2]([F:21])([F:20])[O:3][C:4]1[CH:9]=[CH:8][C:7]([C:10]2[CH:11]=[C:12]([C:16]([O:18][CH3:19])=[O:17])[CH:13]=[N:14][CH:15]=2)=[CH:6][CH:5]=1.[H][H]>C(O)C.[Pd]>[F:21][C:2]([F:1])([F:20])[O:3][C:4]1[CH:9]=[CH:8][C:7]([CH:10]2[CH2:15][NH:14][CH2:13][CH:12]([C:16]([O:18][CH3:19])=[O:17])[CH2:11]2)=[CH:6][CH:5]=1. Procedure details: 14 g (45 mmol) of methyl 5-[4-(trifluoromethoxy)phenyl]pyridine-3-carboxylate in ethanol (500 ml) were admixed with 17 g of moistened palladium/carbon catalyst (10% palladium, 50% water), and then hydrogenated at 60° C. and a 50 bar hydrogen atmosphere overnight. The reaction solution was filtered, the filter residue was washed with ethanol and the filtrate was concentrated under reduced pressure. The residue was purified by means of column chromatography (silica gel, dichloromethane/methanol 60... Reactants: CC(C)(O)Cn1cc(Br)ccc1=O, COCCOC, CCO, [Na+], O=C([O-])O, CC(c1ccc(B2OC(C)(C)C(C)(C)O2)cc1)N1CCC(CC(C)(C)O)(c2ccccc2)OC1=O, c1ccc(P(c2ccccc2)(c2ccccc2)[Pd](P(c2ccccc2)(c2ccccc2)c2ccccc2)(P(c2ccccc2)(c2ccccc2)c2ccccc2)P(c2ccccc2)(c2ccccc2)c2ccccc2)cc1. Yields the product CC(c1ccc(-c2ccc(=O)n(CC(C)(C)O)c2)cc1)N1CCC(CC(C)(C)O)(c2ccccc2)OC1=O. As a reaction SMILES: [Br:1][c:2]1[cH:3][cH:4][c:5](=[O:13])[n:6]([CH2:8][C:9]([CH3:10])([CH3:11])[OH:12])[cH:7]1.[CH3:54][O:55][CH2:56][CH2:57][O:58][CH3:59].[CH3:60][CH2:61][OH:62].[Na+:53].[O-:49][C:50]([OH:51])=[O:52].[OH:14][C:15]([CH2:16][C:17]1([c:41]2[cH:42][cH:43][cH:44][cH:45][cH:46]2)[CH2:18][CH2:19][N:20]([CH:24]([CH3:25])[c:26]2[cH:27][cH:28][c:29]([B:32]3[O:33][C:34]([CH3:35])([CH3:36])[C:37]([CH3:38])([CH3:39])[O:40]3)[cH:30][cH:31]2)[C:21](=[O:23])[O:22]1)([CH3:47])[CH3:48].[cH:63]1[cH:64][cH:65][c:66]([P:67]([Pd:68]([P:69]([c:70]2[cH:71][cH:72][cH:73][cH:74][cH:75]2)([c:76]2[cH:77][cH:78][cH:79][cH:80][cH:81]2)[c:82]2[cH:83][cH:84][cH:85][cH:86][cH:87]2)([P:88]([c:89]2[cH:90][cH:91][cH:92][cH:93][cH:94]2)([c:95]2[cH:96][cH:97][cH:98][cH:99][cH:100]2)[c:101]2[cH:102][cH:103][cH:104][cH:105][cH:106]2)[P:107]([c:108]2[cH:109][cH:110][cH:111][cH:112][cH:113]2)([c:114]2[cH:115][cH:116][cH:117][cH:118][cH:119]2)[c:120]2[cH:121][cH:122][cH:123][cH:124][cH:125]2)([c:126]2[cH:127][cH:128][cH:129][cH:130][cH:131]2)[c:132]2[cH:133][cH:134][cH:135][cH:136][cH:137]2)[cH:138][cH:139]1>>[c:2]1(-[c:29]2[cH:28][cH:27][c:26]([CH:24]([N:20]3[CH2:19][CH2:18][C:17]([CH2:16][C:15]([OH:14])([CH3:47])[CH3:48])([c:41]4[cH:42][cH:43][cH:44][cH:45][cH:46]4)[O:22][C:21]3=[O:23])[CH3:25])[cH:31][cH:30]2)[cH:3][cH:4][c:5](=[O:13])[n:6]([CH2:8][C:9]([CH3:10])([CH3:11])[OH:12])[cH:7]1. Yield: 967.8%. Procedure details: A mixed solution of 1.0 g (194 mmole) of N-benzyloxycarbonyl-3-(1-naphthyl)-L-alanyl-3-(2-thienyl)-DL-alanine methyl ester and 0.64 g (0.2 mmole) of 80% hydrazine hydrate in 10 ml of dimethylformamide was stirred for 2 hours at room temperature and then left standing overnight at room temperature. Dimethylformamide was removed by evaporation under reduced pressure. Water was added to the residue, and the mixture was stirred to form a powdery precipitate, which was collected by filtration, washed... Run at time 8 hour. Run in CN(C=O)C (dimethylformamide). RXN SMILES: CO[C:3](=[O:37])[CH:4]([CH2:31][C:32]1[S:33][CH:34]=[CH:35][CH:36]=1)[NH:5][C:6](=[O:30])[C@H:7]([CH2:19][C:20]1[C:29]2[C:24](=[CH:25][CH:26]=[CH:27][CH:28]=2)[CH:23]=[CH:22][CH:21]=1)[NH:8][C:9]([O:11][CH2:12]C1C=CC=CC=1)=[O:10].O.[NH2:39][NH2:40]>CN(C)C=O>[CH2:12]([O:11][C:9]([NH:8][C@H:7]([C:6]([NH:5][CH:4]([C:3]([NH:39][NH2:40])=[O:37])[CH2:31][C:32]1[S:33][CH:34]=[CH:35][CH:36]=1)=[O:30])[CH2:19][C:20]1[C:29]2[C:24](=[CH:25][CH:26]=[CH:27][CH:28]=2)[CH:23]=[CH:22][CH:21]=1)=[O:10])[C:20]1[CH:29]=[CH:24][CH:23]=[CH:22][CH:21]=1 |f:1.2|. The reactants are COC(C(NC([C@@H](NC(=O)OCC1=CC=CC=C1)CC1=CC=CC2=CC=CC=C12)=O)CC=1SC=CC1)=O (N-benzyloxycarbonyl-3-(1-naphthyl)-L-alanyl-3-(2-thienyl)-DL-alanine methyl ester), O.NN (hydrazine hydrate). The product is C(C1=CC=CC=C1)OC(=O)N[C@@H](CC1=CC=CC2=CC=CC=C12)C(=O)NC(CC=1SC=CC1)C(=O)NN (N-benzyloxycarbonyl-3-(1-naphthyl)-L-alanyl-3-(2-thienyl)-DL-alanine hydrazide). Product: C1=CC=CC=2C(C3=C(CCC21)C=CC=C3)=CCCN3CCN(CC3)C3=C(C#N)C=CC=C3 (2-(4-(3-(10,11-Dihydro-5H-dibenzo[a,d]cyclohepten-5-ylidene)-1-propyl)-1-piperazinyl)benzonitrile). Reaction SMILES: [N:1]1([C:7]2[CH:14]=[CH:13][CH:12]=[CH:11][C:8]=2[C:9]#[N:10])[CH2:6][CH2:5][NH:4][CH2:3][CH2:2]1.C(=O)([O-])[O-].[K+].[K+].[I-].[K+].Br[CH2:24][CH2:25][CH:26]=[C:27]1[C:33]2[CH:34]=[CH:35][CH:36]=[CH:37][C:32]=2[CH2:31][CH2:30][C:29]2[CH:38]=[CH:39][CH:40]=[CH:41][C:28]1=2>C(C(C)=O)C.C(OCC)(=O)C>[CH:38]1[C:29]2[CH2:30][CH2:31][C:32]3[CH:37]=[CH:36][CH:35]=[CH:34][C:33]=3[C:27](=[CH:26][CH2:25][CH2:24][N:4]3[CH2:5][CH2:6][N:1]([C:7]4[CH:14]=[CH:13][CH:12]=[CH:11][C:8]=4[C:9]#[N:10])[CH2:2][CH2:3]3)[C:28]=2[CH:41]=[CH:40][CH:39]=1 |f:1.2.3,4.5|. Solvent: C(C)C(=O)C (methyl ethyl ketone), C(C)(=O)OCC (ethyl acetate). Reactants: C([O-])([O-])=O.[K+].[K+] (potassium carbonate), [I-].[K+] (potassium iodide), BrCCC=C1C2=C(CCC3=C1C=CC=C3)C=CC=C2 (5-(3-bromo-1-propylidene)-10,11-dihydro-5H-dibenzo[a,d]cycloheptene), N1(CCNCC1)C1=C(C#N)C=CC=C1 (2-(1-piperazinyl)benzonitrile). Procedure: The above benzonitrile (4.89 g, 26 mmol) was dissolved in methyl ethyl ketone (100 ml), and potassium carbonate (21.7 g, 157 mmol), potassium iodide (3.45 g, 52 mmol), and 5-(3-bromo-1-propylidene)-10,11-dihydro-5H-dibenzo[a,d]cycloheptene (8.18 g, 26 mmol), were added. The resulting mixture was stirred at reflux temperature for 18 h. After cooling to room temperature, ethyl acetate (200 ml) was added and the mixture was washed with water (2×150 ml), dried (MgSO4) and concentrated in vacuo. The ... The reactants are O=C(Nc1ccc(F)c(C(F)(F)F)c1)c1cccc2cc(Cc3cc(Cl)ncn3)ccc12, [N-]=[N+]=[N-], [Na+], CN(C)C=O. Yields the product [N-]=[N+]=Nc1cc(Cc2ccc3c(C(=O)Nc4ccc(F)c(C(F)(F)F)c4)cccc3c2)ncn1. Reaction SMILES: [F:1][c:2]1[c:3]([C:29]([F:30])([F:31])[F:32])[cH:4][c:5]([NH:8][C:9](=[O:10])[c:11]2[cH:12][cH:13][cH:14][c:15]3[cH:16][c:17]([CH2:21][c:22]4[n:23][cH:24][n:25][c:26]([Cl:28])[cH:27]4)[cH:18][cH:19][c:20]23)[cH:6][cH:7]1.[N-:33]=[N+:34]=[N-:35].[Na+:36].[O:37]=[CH:38][N:39]([CH3:40])[CH3:41]>>[F:1][c:2]1[c:3]([C:29]([F:30])([F:31])[F:32])[cH:4][c:5]([NH:8][C:9](=[O:10])[c:11]2[cH:12][cH:13][cH:14][c:15]3[cH:16][c:17]([CH2:21][c:22]4[n:23][cH:24][n:25][c:26]([N:33]=[N+:34]=[N-:35])[cH:27]4)[cH:18][cH:19][c:20]23)[cH:6][cH:7]1. Reactants: O=C(CC(=O)OC)C=1SC=CN1 (methyl 3-oxo-3-(1,3-thiazol-2-yl)propionate), COC1=CC(=CC=C1)N (m-anisidine). The solvent is C=1(C(=CC=CC1)C)C (xylene). Conditions: time 6 hour. The product is COC=1C=C(C=CC1)NC(CC(C=1SC=CN1)=O)=O (N-(3-methoxyphenyl)-3-oxo-3-(1,3-thiazol-2-yl)propaneamide). RXN SMILES: [O:1]=[C:2]([C:8]1[S:9][CH:10]=[CH:11][N:12]=1)[CH2:3][C:4]([O:6]C)=O.[CH3:13][O:14][C:15]1[CH:20]=[CH:19][CH:18]=[C:17]([NH2:21])[CH:16]=1>C1(C)C(C)=CC=CC=1>[CH3:13][O:14][C:15]1[CH:16]=[C:17]([NH:21][C:4](=[O:6])[CH2:3][C:2](=[O:1])[C:8]2[S:9][CH:10]=[CH:11][N:12]=2)[CH:18]=[CH:19][CH:20]=1. Procedure details: To 30 mL of a xylene solution containing 2.3 g of methyl 3-oxo-3-(1,3-thiazol-2-yl)propionate, 1.4 mL of m-anisidine was added. The reaction mixture was stirred for 6 hours under reflux by heating. The solvent was removed under reduced pressure, and water and ethyl acetate were added thereto. The organic layer was separated, and the aqueous layer was extracted with ethyl acetate. The organic layer and the extract were combined, the resultant solution was washed with an aqueous saturated sodium c... The reactants are Cl, CC(C)n1nc(-c2nc(C(N)=O)c(N)nc2-c2ccccc2)ccc1=O, [Na+], C1COCCO1, [OH-]. The product is CC(C)n1nc(-c2nc(C(=O)O)c(N)nc2-c2ccccc2)ccc1=O. As a reaction SMILES: [ClH:27].[NH2:1][c:2]1[c:3]([C:24](=[O:25])[NH2:26])[n:4][c:5](-[c:14]2[n:15][n:16]([CH:21]([CH3:22])[CH3:23])[c:17](=[O:20])[cH:18][cH:19]2)[c:6](-[c:8]2[cH:9][cH:10][cH:11][cH:12][cH:13]2)[n:7]1.[Na+:29].[O:30]1[CH2:31][CH2:32][O:33][CH2:34][CH2:35]1.[OH-:28]>>[NH2:1][c:2]1[c:3]([C:24]([OH:25])=[O:28])[n:4][c:5](-[c:14]2[n:15][n:16]([CH:21]([CH3:22])[CH3:23])[c:17](=[O:20])[cH:18][cH:19]2)[c:6](-[c:8]2[cH:9][cH:10][cH:11][cH:12][cH:13]2)[n:7]1.